From a dataset of the Open Reaction Database (ORD), a public repository of structured organic reaction records. describe an organic reaction: reactants, conditions, products, and yield The reactants are O (Water), O1CCCC1.[F-].C(CCC)[N+](CCCC)(CCCC)CCCC (Tetrabutylammonium fluoride tetrahydrofuran), NC(=O)NC=1NC2=CC(=CC=C2C1C(=O)N)C#C[Si](C(C)C)(C(C)C)C(C)C (2-aminocarbonylamino-6-triisopropylsilylethynylindole-3-carboxamide), NC(=O)NC=1NC2=CC(=CC=C2C1C(=O)N)C#C[Si](C(C)C)(C(C)C)C(C)C (2-aminocarbonylamino-6-triisopropylsilylethynylindole-3-carboxamide). The solvent is O1CCCC1 (tetrahydrofuran). Reaction conditions: temperature 75 celsius, time 2.5 hour. Yields the product NC(=O)NC=1NC2=CC(=CC=C2C1C(=O)N)C#C (2-Aminocarbonylamino-6-ethynylindole-3-carboxamide), solid. Isolated yield 90.0%. Reaction SMILES: O1CCCC1.[F-].C([N+](CCCC)(CCCC)CCCC)CCC.[NH2:24][C:25]([NH:27][C:28]1[NH:29][C:30]2[C:35]([C:36]=1[C:37]([NH2:39])=[O:38])=[CH:34][CH:33]=[C:32]([C:40]#[C:41][Si](C(C)C)(C(C)C)C(C)C)[CH:31]=2)=[O:26].O>O1CCCC1>[NH2:24][C:25]([NH:27][C:28]1[NH:29][C:30]2[C:35]([C:36]=1[C:37]([NH2:39])=[O:38])=[CH:34][CH:33]=[C:32]([C:40]#[CH:41])[CH:31]=2)=[O:26] |f:0.1.2|. Procedure details: 1.0 M Tetrabutylammonium fluoride tetrahydrofuran solution (15 mL, 15 mmol) was added to a solution of 2-aminocarbonylamino-6-triisopropylsilylethynylindole-3-carboxamide (Compound 9-15, 4.0 g, 10 mmol) in anhydrous tetrahydrofuran (180 mL), and the mixture was stirred at 75° C. for 2.5 hours. Water (180 mL) was added to the reaction mixture, and the whole was extracted with ethyl acetate (180 mL). The organic layer was washed with brine (180 mL), and dried over anhydrous magnesium sulfate. Afte...